This data is from the Open Reaction Database (ORD), a public repository of structured organic reaction records. The task is: describe an organic reaction: reactants, conditions, products, and yield The reactants are C=C(CO)COCCCCCCCCCCCCCCCC, CS(=O)(=O)OCCCCCOS(C)(=O)=O, CN(C)C=O, [H-], [Na+]. Reaction SMILES: [CH2:1]([CH2:2][CH2:3][CH2:4][CH2:5][CH2:6][CH2:7][CH2:8][CH2:9][CH2:10][CH2:11][CH2:12][CH2:13][CH2:14][CH2:15][CH3:16])[O:17][CH2:18][C:19]([CH2:20][OH:21])=[CH2:22].[CH3:25][S:26](=[O:27])(=[O:28])[O:29][CH2:30][CH2:31][CH2:32][CH2:33][CH2:34][O:35][S:36]([CH3:37])(=[O:38])=[O:39].[CH3:40][N:41]([CH3:42])[CH:43]=[O:44].[H-:23].[Na+:24]>>[CH2:1]([CH2:2][CH2:3][CH2:4][CH2:5][CH2:6][CH2:7][CH2:8][CH2:9][CH2:10][CH2:11][CH2:12][CH2:13][CH2:14][CH2:15][CH3:16])[O:17][CH2:18][C:19]([CH2:20][O:21][CH2:34][CH2:33][CH2:32][CH2:31][CH2:30][O:29][S:26]([CH3:25])(=[O:27])=[O:28])=[CH2:22]. Yields the product C=C(COCCCCCCCCCCCCCCCC)COCCCCCOS(C)(=O)=O. Starting materials: COc1ccc(C)cc1, CO, [Ce+4], O=[N+]([O-])[O-], O=[N+]([O-])[O-], O=[N+]([O-])[O-], O=[N+]([O-])[O-], O=[N+]([O-])[O-], [NH4+]. The product is COc1ccc(C=O)cc1. RXN SMILES: [CH3:1][c:2]1[cH:3][cH:4][c:5]([O:8][CH3:9])[cH:6][cH:7]1.[CH3:32][OH:33].[Ce+4:14].[N+:10](=[O:11])([O-:12])[O-:13].[N+:16]([O-:17])([O-:18])=[O:19].[N+:20]([O-:21])([O-:22])=[O:23].[N+:24]([O-:25])([O-:26])=[O:27].[N+:28]([O-:29])([O-:30])=[O:31].[NH4+:15]>>[CH:1]([c:2]1[cH:3][cH:4][c:5]([O:8][CH3:9])[cH:6][cH:7]1)=[O:11]. Starting materials: ClC1=CC(=NC=2N1N=C(N2)C(=O)OC)C (7-chloro-2-methoxycarbonyl-5-methyl-s-triazolo [1,5-a]pyrimidine), [SH-].[Na+] (sodium hydrosulfide). Solvent: O (water). Run at temperature 60 celsius. Yields the product C(=O)(O)C1=NN2C(N=C(C=C2S)C)=N1 (2-carboxy-7-mercapto-5-methyl-s-triazolo [1,5-a]pyrimidine). Isolated yield 63.4%. As a reaction SMILES: Cl[C:2]1[N:7]2[N:8]=[C:9]([C:11]([O:13]C)=[O:12])[N:10]=[C:6]2[N:5]=[C:4]([CH3:15])[CH:3]=1.[SH-:16].[Na+]>O>[C:11]([C:9]1[N:10]=[C:6]2[N:5]=[C:4]([CH3:15])[CH:3]=[C:2]([SH:16])[N:7]2[N:8]=1)([OH:13])=[O:12] |f:1.2|. Procedure details: The product obtained in Step 1 (17 g) was added at a time, in a nitrogen atmosphere, to a solution of sodium hydrosulfide (16 g) in 280 ml of water at room temperature with stirring, and the mixture was heated to 60° C. with stirring continued. The resultant yellow solution was cooled to room temperature, the insoluble matters were filtered off, the filtrate was acidified with concentrated hydrochloric acid to pH 2.0, and the crystals thus formed were collected by filtration and washed twice wit... The reactants are C(C)OC1=CC=NC2=C(C=CC=C12)N (4-ethoxyquinolin-8-amine), CCN(C(C)C)C(C)C (DIPEA), ClC1=CC=C(C(=C1C(=O)O)F)CNC(C(C)(C)C)=O (6-chloro-2-fluoro-3-(pivalamidomethyl)benzoic acid), C(C(=O)Cl)(=O)Cl (oxalyl chloride). Reagents/catalysts: CN(C)C=O (DMF). The solvent is C(Cl)Cl (CH2Cl2). The product is ClC1=CC=C(C(=C1C(=O)NC=1C=CC=C2C(=CC=NC12)OCC)F)CNC(C(C)(C)C)=O (6-Chloro-N-(4-ethoxyquinolin-8-yl)-2-fluoro-3-(pivalamidomethyl)benzamide). Yield: 23.6%. As a reaction SMILES: [CH2:1]([O:3][C:4]1[C:13]2[C:8](=[C:9]([NH2:14])[CH:10]=[CH:11][CH:12]=2)[N:7]=[CH:6][CH:5]=1)[CH3:2].[Cl:15][C:16]1[C:21]([C:22](O)=[O:23])=[C:20]([F:25])[C:19]([CH2:26][NH:27][C:28](=[O:33])[C:29]([CH3:32])([CH3:31])[CH3:30])=[CH:18][CH:17]=1.C(Cl)(=O)C(Cl)=O.CCN(C(C)C)C(C)C>CN(C=O)C.C(Cl)Cl>[Cl:15][C:16]1[C:21]([C:22]([NH:14][C:9]2[CH:10]=[CH:11][CH:12]=[C:13]3[C:8]=2[N:7]=[CH:6][CH:5]=[C:4]3[O:3][CH2:1][CH3:2])=[O:23])=[C:20]([F:25])[C:19]([CH2:26][NH:27][C:28](=[O:33])[C:29]([CH3:31])([CH3:30])[CH3:32])=[CH:18][CH:17]=1. Procedure details: The title compound was prepared following the procedure described in Example-1 using 4-ethoxyquinolin-8-amine (Intermediate-56, 80 mg, 0.425 mmol), 6-chloro-2-fluoro-3-(pivalamidomethyl)benzoic acid (Intermediate-2, 159 mg, 0.553 mmol), oxalyl chloride (162 mg, 1.27 mmol), DMF (1 drop) and DIPEA (219 mg, 1.7 mmol) in CH2Cl2 (2 mL) to afford 46 mg of the title product. 1H NMR (400 MHz, DMSO-d6): δ 10.59 (s, 1H), 8.71-8.68 (m, 2H), 8.13 (t, 1H), 7.93-7.90 (dd, J=1.2, 8.4 Hz, 1H), 7.61-7.57 (t, J=8... Reactants: [I-].CSC=1SC[C@H]2[N+]1CC=1C=CC=CC1C2 ((S)-3-Methylthio-1,5,10,10a-tetrahydrothiazolo-[3,4-b]isoquinolinium iodide), NC1=C2C=C(N=CC2=CC=C1)CCCC (5-amino-3-butylisoquinoline). The solvent is N1=CC=CC=C1 (pyridine). Conditions: time 4 day. The product is C(CCC)C=1N=CC2=CC=CC(=C2C1)N=C1SC[C@H]2N1CC=1C=CC=CC1C2 ((S)-3-[(3-Butylisoquinol-5-yl)imino]-1,5,10,10a-tetrahydrothiazolo[3,4-b]-isoquinoline). Isolated yield 54.5%. RXN SMILES: [I-].CS[C:4]1[S:5][CH2:6][C@@H:7]2[CH2:16][C:15]3[CH:14]=[CH:13][CH:12]=[CH:11][C:10]=3[CH2:9][N+:8]=12.[NH2:17][C:18]1[CH:27]=[CH:26][CH:25]=[C:24]2[C:19]=1[CH:20]=[C:21]([CH2:28][CH2:29][CH2:30][CH3:31])[N:22]=[CH:23]2>N1C=CC=CC=1>[CH2:28]([C:21]1[N:22]=[CH:23][C:24]2[C:19]([CH:20]=1)=[C:18]([N:17]=[C:4]1[N:8]3[CH2:9][C:10]4[CH:11]=[CH:12][CH:13]=[CH:14][C:15]=4[CH2:16][C@H:7]3[CH2:6][S:5]1)[CH:27]=[CH:26][CH:25]=2)[CH2:29][CH2:30][CH3:31] |f:0.1|. Procedure: (S)-3-Methylthio-1,5,10,10a-tetrahydrothiazolo-[3,4-b]isoquinolinium iodide (5.25 g) is added to a solution of 5-amino-3-butylisoquinoline (3 g) in pyridine (100 cc). The suspension obtained dissolves gradually. After 4 days at a temperature of about 20° C., the mixture is concentrated to dryness under reduced pressure (25 mm Hg) at 50° C. The residue is dissolved in chloroform (200 cc). This solution is washed with N aqueous sodium hydroxide solution (3×100 cc) and then with water (2×50 cc), dr... Starting materials: NC=1SC=C(N1)C(C(=O)O)=O ((2-amino-4-thiazolyl)glyoxylic acid), C1(=CC=CC=C1)C(OC(=O)C(C)(C)ON)C1=CC=CC=C1 (O-(1-diphenylmethoxycarbonyl-1-methylethyl)-hydroxylamine), CO (methanol). The solvent is CN(C=O)C (dimethylformamide). Reaction conditions: time 5 hour. The product is NC=1SC=C(N1)/C(/C(=O)O)=N/OC(C)(C)C(=O)OC(C1=CC=CC=C1)C1=CC=CC=C1 (2-(2-amino-4-thiazolyl)-(Z)-2-[(1-diphenylmethoxycarbonyl-1-methylethoxy)imino]acetic Acid). Isolated yield 92.9%. Reaction SMILES: [NH2:1][C:2]1[S:3][CH:4]=[C:5]([C:7](=O)[C:8]([OH:10])=[O:9])[N:6]=1.[C:12]1([CH:18]([C:27]2[CH:32]=[CH:31][CH:30]=[CH:29][CH:28]=2)[O:19][C:20]([C:22]([O:25][NH2:26])([CH3:24])[CH3:23])=[O:21])[CH:17]=[CH:16][CH:15]=[CH:14][CH:13]=1.CO>CN(C)C=O>[NH2:1][C:2]1[S:3][CH:4]=[C:5](/[C:7](=[N:26]/[O:25][C:22]([C:20]([O:19][CH:18]([C:27]2[CH:28]=[CH:29][CH:30]=[CH:31][CH:32]=2)[C:12]2[CH:13]=[CH:14][CH:15]=[CH:16][CH:17]=2)=[O:21])([CH3:24])[CH3:23])/[C:8]([OH:10])=[O:9])[N:6]=1. Procedure: 135 g of (2-amino-4-thiazolyl)glyoxylic acid are added whilst cooling with ice to a solution of 245 g of O-(1-diphenylmethoxycarbonyl-1-methylethyl)-hydroxylamine in 400 ml of dimethylformamide. The solution is stirred for 5 hours without cooling, and is then added to 4 l of methanol. In order to complete precipitation, stirring continues for 5 hours at 10°, and the product is then filtered off by suction and dried. 320 g (93%) of the title compound are obtained as colourless crystals.